From a dataset of the Open Reaction Database (ORD), a public repository of structured organic reaction records. describe an organic reaction: reactants, conditions, products, and yield Reactants: COC(C(=O)O)c1ccc(-c2nnc(C)o2)cc1, COCCN(CCOC)S(F)(F)F, CNOC, CCN(C(C)C)C(C)C, ClCCl, Cl. Product: COC(C(=O)N(C)OC)c1ccc(-c2nnc(C)o2)cc1. RXN SMILES: [CH3:1][O:2][CH:3]([C:4](=[O:5])[OH:6])[c:7]1[cH:8][cH:9][c:10](-[c:13]2[o:14][c:15]([CH3:18])[n:16][n:17]2)[cH:11][cH:12]1.[CH3:28][O:29][CH2:30][CH2:31][N:32]([S:33]([F:34])([F:35])[F:36])[CH2:37][CH2:38][O:39][CH3:40].[CH3:42][NH:43][O:44][CH3:45].[CH:19]([N:20]([CH:21]([CH3:22])[CH3:23])[CH2:24][CH3:25])([CH3:26])[CH3:27].[Cl:46][CH2:47][Cl:48].[ClH:41]>>[CH3:1][O:2][CH:3]([C:4](=[O:6])[N:43]([CH3:42])[O:44][CH3:45])[c:7]1[cH:8][cH:9][c:10](-[c:13]2[o:14][c:15]([CH3:18])[n:16][n:17]2)[cH:11][cH:12]1.